From a dataset of the Open Reaction Database (ORD), a public repository of structured organic reaction records. describe an organic reaction: reactants, conditions, products, and yield Starting materials: CC(C)(C)OC(=O)N1CC(N2C(=O)c3ccccc3C2=O)CC1CO[Si](c1ccccc1)(c1ccccc1)C(C)(C)C, CCO. Yields the product CC(C)(C)OC(=O)N1CC(N)CC1CO[Si](c1ccccc1)(c1ccccc1)C(C)(C)C. As a reaction SMILES: [C:1]([CH3:2])([CH3:3])([CH3:4])[O:5][C:6](=[O:7])[N:8]1[CH:9]([CH2:24][O:25][Si:26]([c:27]2[cH:28][cH:29][cH:30][cH:31][cH:32]2)([c:33]2[cH:34][cH:35][cH:36][cH:37][cH:38]2)[C:39]([CH3:40])([CH3:41])[CH3:42])[CH2:10][CH:11]([N:13]2[C:14](=[O:15])[c:16]3[cH:17][cH:18][cH:19][cH:20][c:21]3[C:22]2=[O:23])[CH2:12]1.[CH3:43][CH2:44][OH:45]>>[C:1]([CH3:2])([CH3:3])([CH3:4])[O:5][C:6](=[O:7])[N:8]1[CH:9]([CH2:24][O:25][Si:26]([c:27]2[cH:28][cH:29][cH:30][cH:31][cH:32]2)([c:33]2[cH:34][cH:35][cH:36][cH:37][cH:38]2)[C:39]([CH3:40])([CH3:41])[CH3:42])[CH2:10][CH:11]([NH2:13])[CH2:12]1. Reactants: C([O-])([O-])=O.[K+].[K+] (potassium carbonate), ICCC (1-iodopropane), BrC1=C(C=C2C(CC=C(C2=C1)C(C)(C)C)(C)C)O (7-bromo-4,4-dimethyl-6-hydroxy-1-tert-butyl-3,4-dihydronaphthalene). Run in CC(=O)C (acetone). Product: BrC1=C(C=C2C(CC=C(C2=C1)C(C)(C)C)(C)C)OCCC (7-Bromo-4,4-dimethyl-6-n-propoxy-1-tert-butyl-3,4-dihydronaphthalene). As a reaction SMILES: [Br:1][C:2]1[CH:11]=[C:10]2[C:5]([C:6]([CH3:17])([CH3:16])[CH2:7][CH:8]=[C:9]2[C:12]([CH3:15])([CH3:14])[CH3:13])=[CH:4][C:3]=1[OH:18].C(=O)([O-])[O-].[K+].[K+].I[CH2:26][CH2:27][CH3:28]>CC(C)=O>[Br:1][C:2]1[CH:11]=[C:10]2[C:5]([C:6]([CH3:17])([CH3:16])[CH2:7][CH:8]=[C:9]2[C:12]([CH3:13])([CH3:15])[CH3:14])=[CH:4][C:3]=1[O:18][CH2:26][CH2:27][CH3:28] |f:1.2.3|. Procedure details: As described in General Procedure D-1, 7-bromo-4,4-dimethyl-6-hydroxy-1-tert-butyl-3,4-dihydronaphthalene (Compound A-31, U.S. Pat. No. 6,613,917, 070 g, 0.226 mmol), potassium carbonate (94 mg) and 1-iodopropane (0.220 mL, 2.26 mmol), were reacted in acetone (3 mL) to produce the title compound as a clear oil.